From a dataset of the Open Reaction Database (ORD), a public repository of structured organic reaction records. describe an organic reaction: reactants, conditions, products, and yield Starting materials: C(CCC)[Li] (n-butyllithium), CS(=O)CSC ((methylsulfinyl)(methylthio)methane), resultant solution, BrCC(OCC1=CC=CC=C1)CBr ([2-bromo-1-(bromomethyl)ethoxy]methylbenzene). The product is CS(=O)C1(CC(C1)OCC1=CC=CC=C1)SC (([3-(methylsulfinyl)-3-(methylthio)cyclobutyl]oxymethyl)benzene). Procedure: 2.5 M of n-butyllithium in hexane (19 mL) was added to a solution of (methylsulfinyl)(methylthio)methane (5.0 g, 0.040 mol) in THF (10 mL) dropwise at −10° C. and the mixture was stirred for 3 h. To the resultant solution was added dropwise [2-bromo-1-(bromomethyl)ethoxy]methylbenzene (4.9 g, 0.016 mol) at −70° C. over 30 min. The mixture was stirred at this temperature for 3 h and then at rt over night. The reaction was diluted with dichloromethane and washed with water. The aqueous phases were... Run in CCCCCC (hexane), C1CCOC1 (THF), ClCCl (dichloromethane). Isolated yield 55.5%. Reaction conditions: time 3 hour. RXN SMILES: C([Li])CCC.[CH3:6][S:7]([CH2:9][S:10][CH3:11])=[O:8].Br[CH2:13][CH:14]([CH2:23]Br)[O:15][CH2:16][C:17]1[CH:22]=[CH:21][CH:20]=[CH:19][CH:18]=1>CCCCCC.C1COCC1.ClCCl>[CH3:6][S:7]([C:9]1([S:10][CH3:11])[CH2:13][CH:14]([O:15][CH2:16][C:17]2[CH:22]=[CH:21][CH:20]=[CH:19][CH:18]=2)[CH2:23]1)=[O:8]. Reactants: CI, [H-], [Na+], C1CCOC1, CC1CN(C2(C)CCN(C(=O)OC(C)(C)C)CC2)CCN1C1CC(O)c2cc(C(F)(F)F)ccc21. Product: COC1CC(N2CCN(C3(C)CCN(C(=O)OC(C)(C)C)CC3)CC2C)c2ccc(C(F)(F)F)cc21. As a reaction SMILES: [CH3:38][I:39].[H-:1].[Na+:2].[O:40]1[CH2:41][CH2:42][CH2:43][CH2:44]1.[OH:3][CH:4]1[CH2:5][CH:6]([N:17]2[CH:18]([CH3:37])[CH2:19][N:20]([C:23]3([CH3:36])[CH2:24][CH2:25][N:26]([C:29](=[O:30])[O:31][C:32]([CH3:33])([CH3:34])[CH3:35])[CH2:27][CH2:28]3)[CH2:21][CH2:22]2)[c:7]2[cH:8][cH:9][c:10]([C:13]([F:14])([F:15])[F:16])[cH:11][c:12]21>>[O:3]([CH:4]1[CH2:5][CH:6]([N:17]2[CH:18]([CH3:37])[CH2:19][N:20]([C:23]3([CH3:36])[CH2:24][CH2:25][N:26]([C:29](=[O:30])[O:31][C:32]([CH3:33])([CH3:34])[CH3:35])[CH2:27][CH2:28]3)[CH2:21][CH2:22]2)[c:7]2[cH:8][cH:9][c:10]([C:13]([F:14])([F:15])[F:16])[cH:11][c:12]21)[CH3:38]. The reactants are IC1=CC=NC=C1 (4-Iodopyridine), O1C2(OCC1)CCCC1=C(C=C3C=NNC3=C1)C2 (5,7,8,9-Tetrahydro-1H-spiro[cyclohepta[f]indazole-6,2′-[1,3]dioxolane]), P(=O)([O-])([O-])[O-].[K+].[K+].[K+] (potassium phosphate), [C@@H]1([C@@H](CCCC1)N)N ((1R,2R)-cyclohexane-1,2-diamine). The reagents and catalysts are [Cu]I (copper(I) iodide). Solvent: O1CCOCC1 (1,4-dioxane). Conditions: temperature 105 celsius. Yields the product N1=CC=C(C=C1)N1N=CC2=CC3=C(C=C12)CCCC1(OCCO1)C3 (1-(pyridin-4-yl)-5,7,8,9-tetrahydro-1H-spiro[cyclohepta[f]indazole-6,2′-[1,3]dioxolane]). Yield: 427.2%. RXN SMILES: [O:1]1[CH2:5][CH2:4][O:3][C:2]21[CH2:18][C:10]1[CH:11]=[C:12]3[C:16](=[CH:17][C:9]=1[CH2:8][CH2:7][CH2:6]2)[NH:15][N:14]=[CH:13]3.P([O-])([O-])([O-])=O.[K+].[K+].[K+].[C@@H]1(N)[CH2:32][CH2:31][CH2:30][CH2:29][C@H:28]1[NH2:33].IC1C=CN=CC=1>[Cu]I.O1CCOCC1>[N:33]1[CH:32]=[CH:31][C:30]([N:15]2[C:16]3[C:12](=[CH:11][C:10]4[CH2:18][C:2]5([O:1][CH2:5][CH2:4][O:3]5)[CH2:6][CH2:7][CH2:8][C:9]=4[CH:17]=3)[CH:13]=[N:14]2)=[CH:29][CH:28]=1 |f:1.2.3.4|. Reported procedure: 5,7,8,9-Tetrahydro-1H-spiro[cyclohepta[f]indazole-6,2′-[1,3]dioxolane] (28.283 g, 116 mmol), potassium phosphate (49.2 g, 232 mmol), copper(I) iodide (2.205 g, 11.58 mmol) and (1R,2R)-cyclohexane-1,2-diamine (2.64 g, 23.16 mmol) were added to a round bottomed flask, followed by the addition of 1,4-dioxane (300 mL). 4-Iodopyridine (35.6 g, 174 mmol) was added and the mixture was heated to about 105° C. for about 8 h. The reaction was cooled to rt and filtered. The filter cake was rinsed with exce...